From a dataset of the Open Reaction Database (ORD), a public repository of structured organic reaction records. describe an organic reaction: reactants, conditions, products, and yield Starting materials: ClC1=CC=C(C=N1)C=1CCC(NN1)=O (6-(6-chloro-pyridin-3-yl)-4,5-dihydro-2H-pyridazin-3-one), OC1CCN(CC1)C(=O)OC(C)(C)C (4-hydroxy-boc-piperidine). The solvent is ClCCl (dichloromethane), CS(=O)C (DMSO). Conditions: temperature 100 celsius, time 8 hour. Product: C(C)(C)(C)OC(=O)N1CCC(CC1)OC1=NC=C(C=C1)C1=NNC(C=C1)=O (4-[5-(6-Oxo-1,6-dihydro-pyridazin-3-yl)-pyridin-2-yloxy]-piperidine-1-carboxylic acid tert-butyl ester). Isolated yield 91.4%. RXN SMILES: Cl[C:2]1[N:7]=[CH:6][C:5]([C:8]2[CH2:9][CH2:10][C:11](=[O:14])[NH:12][N:13]=2)=[CH:4][CH:3]=1.[OH:15][CH:16]1[CH2:21][CH2:20][N:19]([C:22]([O:24][C:25]([CH3:28])([CH3:27])[CH3:26])=[O:23])[CH2:18][CH2:17]1>CS(C)=O.ClCCl>[C:25]([O:24][C:22]([N:19]1[CH2:20][CH2:21][CH:16]([O:15][C:2]2[CH:3]=[CH:4][C:5]([C:8]3[CH:9]=[CH:10][C:11](=[O:14])[NH:12][N:13]=3)=[CH:6][N:7]=2)[CH2:17][CH2:18]1)=[O:23])([CH3:28])([CH3:26])[CH3:27]. Procedure: To 6-(6-chloro-pyridin-3-yl)-4,5-dihydro-2H-pyridazin-3-one (3 g, 14.4 mmol) in DMSO (40 mL) was added 4-hydroxy-boc-piperidine (2.9 g, 14.4 mmol), followed by 1M KtOBu (19 mL). After overnight stirring at 100° C. open to air, the reaction was cooled, diluted with dichloromethane and washed several times with water/brine, dried over sodium sulfate, and concentrated under vacuum to obtain 4.9 g crude product (92%); MS m/z 373 (M+H). As a reaction SMILES: [CH3:1][C:2]1([CH3:22])[C:6]([CH3:8])([CH3:7])[O:5][B:4]([C:9]2[CH2:14][CH2:13][N:12](C(OC(C)(C)C)=O)[CH2:11][CH:10]=2)[O:3]1.[ClH:23].CO>>[ClH:23].[CH3:7][C:6]1([CH3:8])[C:2]([CH3:1])([CH3:22])[O:3][B:4]([C:9]2[CH2:14][CH2:13][NH:12][CH2:11][CH:10]=2)[O:5]1 |f:1.2,3.4|. Reactants: CC1(OB(OC1(C)C)C1=CCN(CC1)C(=O)OC(C)(C)C)C (tert-butyl 4-(4,4,5,5-tetramethyl-1,3,2-dioxaborolan-2-yl)-5,6-dihydropyridine-1(2H)-carboxylate), Cl.CO (HCl MeOH). Reaction conditions: time 1 hour. The yield is 91.4%. Procedure details: The mixture of tert-butyl 4-(4,4,5,5-tetramethyl-1,3,2-dioxaborolan-2-yl)-5,6-dihydropyridine-1(2H)-carboxylate (4.0 g, 12.9 mmol) in HCl/MeOH (20 mL) was stirred at room temperature for 1 hour. Then it was concentrated to give 4-(4,4,5,5-Tetramethyl-[1,3,2]dioxaborolan-2-yl)-1,2,3,6-tetrahydro-pyridine hydrochloride (2.9 g, 11.8 mmol, yield: 91.4%) which was used in the next step without further purification. ESI-MS (M+1): 210 calc. for C11H20BNO2 209. The product is Cl.CC1(OB(OC1(C)C)C=1CCNCC1)C (4-(4,4,5,5-Tetramethyl-[1,3,2]dioxaborolan-2-yl)-1,2,3,6-tetrahydro-pyridine hydrochloride).